Task: describe an organic reaction: reactants, conditions, products, and yield. Dataset: the Open Reaction Database (ORD), a public repository of structured organic reaction records Reactants: C(C)(=O)OCC (ethyl acetate), [Br-].[Li+] (Lithium bromide), FC1=CC=C(C=C1)C(=C(C=O)C1=NN=NN1C)C1=CC=C(C=C1)F (3,3-bis(4-flurophenyl)-2-(1-methyl-1H-tetrazol-5-yl)-2-propenal), C1(=CC=CC=C1)P(C1=CC=CC=C1)(C1=CC=CC=C1)=CC=O (triphenylphosphoranylidene acetaldehyde). The solvent is C1(=CC=CC=C1)C (toluene), CCCCCC (hexane). Conditions: temperature 55 celsius, time 20 minute. Product: FC1=CC=C(C=C1)C(=C(C=CC=O)C1=NN=NN1C)C1=CC=C(C=C1)F (5,5-Bis(4-fluorophenyl)-4-(1-methyl-1H-tetrazol-5-yl)-2,4-pentadienal). The yield is 86.6%. Reaction SMILES: [F:1][C:2]1[CH:7]=[CH:6][C:5]([C:8]([C:18]2[CH:23]=[CH:22][C:21]([F:24])=[CH:20][CH:19]=2)=[C:9]([C:12]2[N:16]([CH3:17])[N:15]=[N:14][N:13]=2)[CH:10]=O)=[CH:4][CH:3]=1.C1(P(=CC=O)(C2C=CC=CC=2)C2C=CC=CC=2)C=CC=CC=1.C([O:50][CH2:51][CH3:52])(=O)C.[Br-].[Li+]>C1(C)C=CC=CC=1.CCCCCC>[F:1][C:2]1[CH:7]=[CH:6][C:5]([C:8]([C:18]2[CH:19]=[CH:20][C:21]([F:24])=[CH:22][CH:23]=2)=[C:9]([C:12]2[N:16]([CH3:17])[N:15]=[N:14][N:13]=2)[CH:10]=[CH:52][CH:51]=[O:50])=[CH:4][CH:3]=1 |f:3.4|. Procedure details: A mixture of 448 g (1.37 mol) of 3,3-bis(4-flurophenyl)-2-(1-methyl-1H-tetrazol-5-yl)-2-propenal and 445 g (1.46 mol) of triphenylphosphoranylidene acetaldehyde in 5.5 L of toluene was heated with stirring to 55° C. After turning off the heat source, the temperature rose to 62° C. After 20 minutes, heat was applied and 60° C. was maintained for 30 minutes. Analytical TLC indicated that the reaction was complete (50% ethyl acetate in hexane). Lithium bromide (128 g, 1.47 mol) was added and the mi...